Dataset: the Open Reaction Database (ORD), a public repository of structured organic reaction records. Task: describe an organic reaction: reactants, conditions, products, and yield The reactants are C(C1=CC=CC=C1)OC(=O)NC(C(C(=O)O)CC1=CC=CC=C1)C(=O)O (N-benzyloxycarbonyl-(β-benzyl)-D,L-aspartic acid), Cl.COC([C@@H](N)CC1=CC=CC=C1)=O (L-phenylalanine methyl ester hydrochloride). Solvent: CN(C=O)C (dimethylformamide). Yields the product COC([C@@H](NC([C@@H](NC(=O)OCC1=CC=CC=C1)C(C(O)=O)CC1=CC=CC=C1)=O)CC1=CC=CC=C1)=O (N-benzyloxycarbonyl-(β-benzyl)-L-aspartyl-L-phenylalanine methyl ester). The yield is 21.2%. Reaction SMILES: [CH2:1]([O:8][C:9]([NH:11][CH:12]([C:24](O)=[O:25])[CH:13]([CH2:17][C:18]1[CH:23]=[CH:22][CH:21]=[CH:20][CH:19]=1)[C:14]([OH:16])=[O:15])=[O:10])[C:2]1[CH:7]=[CH:6][CH:5]=[CH:4][CH:3]=1.Cl.[CH3:28][O:29][C:30](=[O:40])[C@H:31]([CH2:33][C:34]1[CH:39]=[CH:38][CH:37]=[CH:36][CH:35]=1)[NH2:32]>CN(C)C=O>[CH3:28][O:29][C:30](=[O:40])[C@H:31]([CH2:33][C:34]1[CH:39]=[CH:38][CH:37]=[CH:36][CH:35]=1)[NH:32][C:24](=[O:25])[C@H:12]([CH:13]([CH2:17][C:18]1[CH:23]=[CH:22][CH:21]=[CH:20][CH:19]=1)[C:14](=[O:15])[OH:16])[NH:11][C:9]([O:8][CH2:1][C:2]1[CH:7]=[CH:6][CH:5]=[CH:4][CH:3]=1)=[O:10] |f:1.2|. Procedure details: The process of Example 50 was repeated except that 715 mg (2.00 mmol) of N-benzyloxycarbonyl-(β-benzyl)-D,L-aspartic acid and 215 mg of L-phenylalanine methyl ester hydrochloride, 200 mg of Prolisin and 200 mg of the inhibitor were reacted. As a result, an 110 mg amount (yield of 21.2%) of N-benzyloxycarbonyl-(β-benzyl)-L-aspartyl-L-phenylalanine methyl ester having an [α]D22 = -12.8 (C=1.0 dimethylformamide) was obtained.